From a dataset of the Open Reaction Database (ORD), a public repository of structured organic reaction records. describe an organic reaction: reactants, conditions, products, and yield The reactants are C(C)(C)(C)OC(=O)N1[C@@H](CC(C1)=NOC)C(=O)O ((2S,4EZ)-1-(tert-butoxycarbonyl)-4-(methoxyimino)-2-pyrrolidinecarboxylic acid), C1(=CC=C(C=C1)C(=O)Cl)C1=CC=CC=C1 ([1,1′-biphenyl]-4-carbonyl chloride), NC(CO)C ((2RS)-2-amino-1-propanol). Product: C1(=CC=C(C=C1)C(=O)N1[C@@H](CC(C1)=NOC)C(=O)NC(CO)C)C1=CC=CC=C1 ((2S,4EZ)-1-([1,1′-biphenyl]-4-ylcarbony)-N-[(1RS)-2-hydroxy-1-methyl-ethyl]-4-(methoxyimino)-2-pyrrolidinecarboxamide). Reaction SMILES: C(O[C:6]([N:8]1[CH2:12][C:11](=[N:13][O:14][CH3:15])[CH2:10][C@H:9]1[C:16]([OH:18])=O)=[O:7])(C)(C)C.[C:19]1([C:28]2[CH:33]=[CH:32][CH:31]=[CH:30][CH:29]=2)[CH:24]=[CH:23][C:22](C(Cl)=O)=[CH:21][CH:20]=1.[NH2:34][CH:35]([CH3:38])[CH2:36][OH:37]>>[C:28]1([C:19]2[CH:20]=[CH:21][CH:22]=[CH:23][CH:24]=2)[CH:29]=[CH:30][C:31]([C:6]([N:8]2[CH2:12][C:11](=[N:13][O:14][CH3:15])[CH2:10][C@H:9]2[C:16]([NH:34][CH:35]([CH3:38])[CH2:36][OH:37])=[O:18])=[O:7])=[CH:32][CH:33]=1. Reported procedure: Following the general method as outlined in Example 22, starting from (2S,4EZ)-1-(tert-butoxycarbonyl)-4-(methoxyimino)-2-pyrrolidinecarboxylic acid, [1,1′-biphenyl]-4-carbonyl chloride, and (2RS)-2-amino-1-propanol, the title compound was obtained in 81% purity by HPLC. MS(ESI+): m/z=396. Starting materials: C(C)(=O)OC1=CC=C(CC=2OC3=C(C2C)C(=C(C=C3Cl)CCC)OC(C)=O)C=C1 (2-(p-acetoxybenzyl)-3-methyl-4-acetoxy-5-propyl-7-chlorobenzofuran), C([O-])([O-])=O (carbonate). Run in O (water), CO (methanol). Yields the product OC1=CC=C(CC=2OC3=C(C2C)C(=C(C=C3Cl)CCC)OC(C)=O)C=C1 (2-(p-hydroxybenzyl)-3-methyl-4-acetoxy-5-propyl-7-chlorobenzofuran). The yield is 79.7%. RXN SMILES: C([O:4][C:5]1[CH:29]=[CH:28][C:8]([CH2:9][C:10]2[O:11][C:12]3[C:19]([Cl:20])=[CH:18][C:17]([CH2:21][CH2:22][CH3:23])=[C:16]([O:24][C:25](=[O:27])[CH3:26])[C:13]=3[C:14]=2[CH3:15])=[CH:7][CH:6]=1)(=O)C.C(=O)([O-])[O-]>CO.O>[OH:4][C:5]1[CH:29]=[CH:28][C:8]([CH2:9][C:10]2[O:11][C:12]3[C:19]([Cl:20])=[CH:18][C:17]([CH2:21][CH2:22][CH3:23])=[C:16]([O:24][C:25](=[O:27])[CH3:26])[C:13]=3[C:14]=2[CH3:15])=[CH:7][CH:6]=1. Procedure details: A solution of 2-(p-acetoxybenzyl)-3-methyl-4-acetoxy-5-propyl-7-chlorobenzofuran (150 mg, 0.36 mmole) in methanol (5 mL) and a saturated solution of ootassium carbonate (3 mL) was stirred at room temperature for 5 minutes. The reaction was poured in water, extracted with methylene chloride, washed with brine, dried (Na2SO4), and concentrated in vacuo to yield 107 mg (79%) of 2-(p-hydroxybenzyl)-3-methyl-4-acetoxy-5-propyl-7-chlorobenzofuran. The reactants are COC(=O)CCCn1nnnc1C, Cl. Product: Cc1nnnn1CCCC(=O)O. Reaction SMILES: [CH3:1][c:2]1[n:3][n:4][n:5][n:6]1[CH2:7][CH2:8][CH2:9][C:10](=[O:11])[O:12][CH3:13].[ClH:14]>>[CH3:1][c:2]1[n:3][n:4][n:5][n:6]1[CH2:7][CH2:8][CH2:9][C:10](=[O:11])[OH:12]. The solvent is O (water). Reported procedure: To a warm mixture of 7 g. (18.3 m moles) sodium 4-(hexadecylamino)benzoate in 100 ml. ethanol is added 4.7 g. (18.3 m moles) ethyl α-tosyloxypropionate. After 17 hours at reflux, the cooled solution is diluted with an equal volume of water and the resultant precipitate is filtered. After washing with cold ethanol and drying, the product is crystallized from acetonitrile to yield the product as colorless crystals. As a reaction SMILES: [CH2:1]([NH:17][C:18]1[CH:26]=[CH:25][C:21]([C:22]([O-:24])=[O:23])=[CH:20][CH:19]=1)[CH2:2][CH2:3][CH2:4][CH2:5][CH2:6][CH2:7][CH2:8][CH2:9][CH2:10][CH2:11][CH2:12][CH2:13][CH2:14][CH2:15][CH3:16].[Na+].C(O)C.S(O[CH:42]([CH3:48])[C:43]([O:45][CH2:46][CH3:47])=[O:44])(C1C=CC(C)=CC=1)(=O)=O>O>[CH2:1]([NH:17][C:18]1[CH:19]=[CH:20][C:21]([C:22]([O:24][CH:42]([C:43]([O:45][CH2:46][CH3:47])=[O:44])[CH3:48])=[O:23])=[CH:25][CH:26]=1)[CH2:2][CH2:3][CH2:4][CH2:5][CH2:6][CH2:7][CH2:8][CH2:9][CH2:10][CH2:11][CH2:12][CH2:13][CH2:14][CH2:15][CH3:16] |f:0.1|. Product: C(CCCCCCCCCCCCCCC)NC1=CC=C(C(=O)OC(C)C(=O)OCC)C=C1 (1-(ethoxycarbonyl)ethyl 4-(hexadecylamino)-benzoate). Reactants: C(CCCCCCCCCCCCCCC)NC1=CC=C(C(=O)[O-])C=C1.[Na+] (sodium 4-(hexadecylamino)benzoate), C(C)O (ethanol), S(=O)(=O)(C1=CC=C(C)C=C1)OC(C(=O)OCC)C (ethyl α-tosyloxypropionate). The reactants are C(CCCCCCC)C1=CC=C(N)C=C1 (4-n-octylaniline), BrCC#N (BrCH2CN), C(=O)([O-])[O-].[K+].[K+] (K2CO3). The solvent is CC#N (CH3CN). Run at temperature 60 celsius, time 8 hour. Yields the product C(CCCCCCC)C1=CC=C(C=C1)NCC#N (2-(4-Octylphenylamino)acetonitrile). Isolated yield 472.2%. RXN SMILES: [CH2:1]([C:9]1[CH:15]=[CH:14][C:12]([NH2:13])=[CH:11][CH:10]=1)[CH2:2][CH2:3][CH2:4][CH2:5][CH2:6][CH2:7][CH3:8].Br[CH2:17][C:18]#[N:19].C([O-])([O-])=O.[K+].[K+]>CC#N>[CH2:1]([C:9]1[CH:10]=[CH:11][C:12]([NH:13][CH2:17][C:18]#[N:19])=[CH:14][CH:15]=1)[CH2:2][CH2:3][CH2:4][CH2:5][CH2:6][CH2:7][CH3:8] |f:2.3.4|. Procedure: A mixture of 4-n-octylaniline (0.21 g; 1 mmol), BrCH2CN (0.156 mmol; 1.3 mmol) and K2CO3 (0.28 g; 2 mmol) in anhydrous CH3CN (3 ml) was stirred overnight at ˜60° C. under N2, then concentrated under reduced pressure. The residue was partitioned between CH2Cl2 (20 ml) and H2O (10 ml). The organic phase was dried over anhydrous MgSO4 and filtered. The filtrate was evaporated to dryness under reduced pressure and the residue was purified by crystallization from hexane to give the title compound (0.... The reactants are C(C=C)OC1=CC=NC2=C(C=CC=C12)[N+](=O)[O-] (4-allyloxy-8-nitroquinoline). The reagents and catalysts are [Fe] (iron). The solvent is C(C)(=O)O (acetic acid), C(C)O (ethanol). Yields the product NC=1C=CC=C2C(=CC=NC12)OCC=C (8-amino-4-allyloxyquinoline). The yield is 90.9%. As a reaction SMILES: [CH2:1]([O:4][C:5]1[C:14]2[C:9](=[C:10]([N+:15]([O-])=O)[CH:11]=[CH:12][CH:13]=2)[N:8]=[CH:7][CH:6]=1)[CH:2]=[CH2:3]>C(O)(=O)C.C(O)C.[Fe]>[NH2:15][C:10]1[CH:11]=[CH:12][CH:13]=[C:14]2[C:9]=1[N:8]=[CH:7][CH:6]=[C:5]2[O:4][CH2:1][CH:2]=[CH2:3]. Reported procedure: A mixture of 4-allyloxy-8-nitroquinoline (110 mg) and iron (268 mg) in acetic acid (0.4 ml) and ethanol (1.6 ml) was refluxed for 1 hour. Insoluble material was filtered off and the filtrate was concentrated in vacuo. The residue was dissolved in dichloromethane, and the solution was washed with saturated sodium bicarbonate solution and water, dried over magnesium sulfate and evaporated in vacuo. The residue was purified by flash chromatography (ethyl acetate-n-hexane) to give 8-amino-4-allyloxy...